Dataset: the Open Reaction Database (ORD), a public repository of structured organic reaction records. Task: describe an organic reaction: reactants, conditions, products, and yield The reactants are Cl.O1C2=C(OCCC1)C(=CC=C2)N2CCNCC2 (1-(3,4-dihydro-2H-benzo[b][1,4]dioxepin-6-yl)-piperazine hydrochloride), O=C1CCC=2C=CC(=NC2N1)OCCCC=O (4-(7-oxo-5,6,7,8-tetrahydro-[1,8]naphthyridin-2-yloxy)-butyraldehyde). Yields the product O1C2=C(OCCC1)C(=CC=C2)N2CCN(CC2)CCCCOC2=CC=C1CCC(NC1=N2)=O (7-{4-[4-(3,4-Dihydro-2H-benzo[b][1,4]dioxepin-6-yl)-piperazin-1-yl]-butoxy}-3,4-dihydro-1H-[1,8]naphthyridin-2-one). Reaction SMILES: Cl.[O:2]1[CH2:8][CH2:7][CH2:6][O:5][C:4]2[C:9]([N:13]3[CH2:18][CH2:17][NH:16][CH2:15][CH2:14]3)=[CH:10][CH:11]=[CH:12][C:3]1=2.[O:19]=[C:20]1[NH:29][C:28]2[N:27]=[C:26]([O:30][CH2:31][CH2:32][CH2:33][CH:34]=O)[CH:25]=[CH:24][C:23]=2[CH2:22][CH2:21]1>>[O:2]1[CH2:8][CH2:7][CH2:6][O:5][C:4]2[C:9]([N:13]3[CH2:14][CH2:15][N:16]([CH2:34][CH2:33][CH2:32][CH2:31][O:30][C:26]4[N:27]=[C:28]5[C:23]([CH2:22][CH2:21][C:20](=[O:19])[NH:29]5)=[CH:24][CH:25]=4)[CH2:17][CH2:18]3)=[CH:10][CH:11]=[CH:12][C:3]1=2 |f:0.1|. Procedure: In a manner similar to that of other examples above, 1-(3,4-dihydro-2H-benzo[b][1,4]dioxepin-6-yl)-piperazine hydrochloride (J. Med. Chem. 1988, 31, 1934–1940) was coupled by reductive amination to 4-(7-oxo-5,6,7,8-tetrahydro-[1,8]naphthyridin-2-yloxy)-butyraldehyde followed by typical workup and purification to give the intermediate compound. MS: APCI: M+1: 453.6 (Exact Mass: 452.55). Reactants: OC1=CC=C(C=C1)C1=CC=C(C=C1)O (4,4′-Dihydroxy-biphenyl), BrCCCCCCCCCC=C (11-Bromo-1-undecene), C(=O)([O-])[O-].[K+].[K+] (K2CO3), CC(CC)=O (butanone). The solvent is O (water). Product: C(CCCCCCCCC=C)OC1=CC=C(C=C1)C1=CC=C(C=C1)O (4′-Undec-10-enyloxy-biphenyl-4-ol). Yield: 41.0%. As a reaction SMILES: [OH:1][C:2]1[CH:7]=[CH:6][C:5]([C:8]2[CH:13]=[CH:12][C:11]([OH:14])=[CH:10][CH:9]=2)=[CH:4][CH:3]=1.Br[CH2:16][CH2:17][CH2:18][CH2:19][CH2:20][CH2:21][CH2:22][CH2:23][CH2:24][CH:25]=[CH2:26].C([O-])([O-])=O.[K+].[K+].CC(=O)CC>O>[CH2:26]([O:1][C:2]1[CH:3]=[CH:4][C:5]([C:8]2[CH:13]=[CH:12][C:11]([OH:14])=[CH:10][CH:9]=2)=[CH:6][CH:7]=1)[CH2:25][CH2:24][CH2:23][CH2:22][CH2:21][CH2:20][CH2:19][CH2:18][CH:17]=[CH2:16] |f:2.3.4|. Procedure details: A mixture of 10 g (0.053 mol) of 4,4′-Dihydroxy-biphenyl, 12.52 g (0.053 mol) of 11-Bromo-1-undecene, 7.42 g (0.053 mol) of K2CO3 and 120 mL of dry butanone is refluxed for 24 h, then the reaction mixture is allowed to return to room temperature. 100 mL of water is added, then the product is filtered off, washed with water and methanol. The resulting solid is recrystallised three times from butanone to give a pure white product (7.35 g, 41% yield). Starting materials: Cl.N1C[C@@H](CCC1)C(C)(C)O (2-[(3R)-piperidin-3-yl]propan-2-ol hydrochloride), CN(C)C(=[N+](C)C)ON1C2=C(C=CC=C2)N=N1.[B-](F)(F)(F)F (TBTU), C(C)N(C(C)C)C(C)C (N-ethyl-N-isopropylpropan-2-amine), N1=C(C=CC=C1)C1=C(C=NO1)C(=O)O (5-pyridin-2-ylisoxazole-4-carboxylic acid). The solvent is CN(C)C=O (DMF). Conditions: time 2 hour. Yields the product N1=C(C=CC=C1)C1=NOC=C1C(=O)N1C[C@@H](CCC1)C(C)(C)O (2-{(3R)-1-[(3-pyridin-2-ylisoxazol-4-yl)carbonyl]piperidin-3-yl}propan-2-ol). Isolated yield 48.8%. RXN SMILES: Cl.[NH:2]1[CH2:7][CH2:6][CH2:5][C@@H:4]([C:8]([OH:11])([CH3:10])[CH3:9])[CH2:3]1.CN([C:15]([O:19][N:20]1N=[N:27][C:22]2[CH:23]=[CH:24][CH:25]=[CH:26][C:21]1=2)=[N+](C)C)C.[B-](F)(F)(F)F.C(N(C(C)C)C(C)C)C.N1C=CC=C[C:44]=1[C:49]1[O:53]N=CC=1C(O)=O>CN(C=O)C>[N:27]1[CH:22]=[CH:23][CH:24]=[CH:25][C:26]=1[C:21]1[C:44]([C:49]([N:2]2[CH2:7][CH2:6][CH2:5][C@@H:4]([C:8]([OH:11])([CH3:10])[CH3:9])[CH2:3]2)=[O:53])=[CH:15][O:19][N:20]=1 |f:0.1,2.3|. Reported procedure: A solution of 2-[(3R)-piperidin-3-yl]propan-2-ol hydrochloride (7 mg, 0.039 mmol), TBTU (15 mg, 0.047 mmol, 1.2 equ.) and N-ethyl-N-isopropylpropan-2-amine (14 μL, 0.079 mmol, 2 equ.) in DMF (0.3 mL) was added to 5-pyridin-2-ylisoxazole-4-carboxylic acid (7 mg, 0.039 mmol) and the reaction mixture was stirred at rt for 2 h. The solvent was evaporated and the crude product was purified by RP-HPLC. After evaporation of the solvents from the pure fractions, the residue was dissolved in chloroform a... Reactants: OO (hydrogen peroxide), peroxide, OC1=NC(=NC(=C1OC)COC)S (4-hydroxy-2-mercapto-5-methoxy-6-methoxymethylpyrimidine), S(=O)([O-])OS(=O)[O-].[Na+].[Na+] (sodium disulfite), potassium iodide starch, C([O-])([O-])=O.[K+].[K+] (potassium carbonate). Run at time 2 hour. The product is OC1=NC=NC(=C1OC)COC (4-hydroxy-5-methoxy-6-methoxymethylpyrimidine). RXN SMILES: OO.[OH:3][C:4]1[C:9]([O:10][CH3:11])=[C:8]([CH2:12][O:13][CH3:14])[N:7]=[C:6](S)[N:5]=1.S(OS([O-])=O)([O-])=O.[Na+].[Na+].C(=O)([O-])[O-].[K+].[K+]>>[OH:3][C:4]1[C:9]([O:10][CH3:11])=[C:8]([CH2:12][O:13][CH3:14])[N:7]=[CH:6][N:5]=1 |f:2.3.4,5.6.7|. Reported procedure: To 750 ml of 12% strength hydrogen peroxide, heated to 80° C., there were added in portions 101 g (0.5 mol) of 4-hydroxy-2-mercapto-5-methoxy-6-methoxymethylpyrimidine in such a way that a temperature of 80° C. was maintained. Stirring was then continued for 2 hours at 80° C. After cooling, solid sodium disulfite was added until potassium iodide/starch paper no longer showed a reaction with peroxide, and the mixture was then neutralized by adding potassium carbonate. The water was distilled off,... Reactants: O=[N+]([O-])c1ccc(-c2cc3cc(Br)ccc3n2CCN2CCCCC2)cc1, CC(C)(C)P(C(C)(C)C)C(C)(C)C, CCOC(C)=O, C[Si](C)(C)[N-][Si](C)(C)C, [Li+], [Na+], C1CCOC1, O=C(C=Cc1ccccc1)C=Cc1ccccc1, O=C(C=Cc1ccccc1)C=Cc1ccccc1, O=C(C=Cc1ccccc1)C=Cc1ccccc1, [OH-], O, [Pd], [Pd]. Yields the product Nc1ccc2c(c1)cc(-c1ccc([N+](=O)[O-])cc1)n2CCN1CCCCC1. As a reaction SMILES: [Br:1][c:2]1[cH:3][c:4]2[cH:5][c:6](-[c:19]3[cH:20][cH:21][c:22]([N+:25](=[O:26])[O-:27])[cH:23][cH:24]3)[n:7]([CH2:11][CH2:12][N:13]3[CH2:14][CH2:15][CH2:16][CH2:17][CH2:18]3)[c:8]2[cH:9][cH:10]1.[C:33]([P:34]([C:35]([CH3:36])([CH3:37])[CH3:38])[C:39]([CH3:40])([CH3:41])[CH3:42])([CH3:43])([CH3:44])[CH3:45].[CH3:115][CH2:116][O:117][C:118](=[O:119])[CH3:120].[CH3:46][Si:47]([N-:50][Si:48]([CH3:49])([CH3:51])[CH3:52])([CH3:53])[CH3:54].[Li+:55].[Na+:58].[O:28]1[CH2:29][CH2:30][CH2:31][CH2:32]1.[O:61]=[C:62]([CH:63]=[CH:64][c:65]1[cH:66][cH:67][cH:68][cH:69][cH:70]1)[CH:71]=[CH:72][c:73]1[cH:74][cH:75][cH:76][cH:77][cH:78]1.[O:79]=[C:80]([CH:81]=[CH:82][c:83]1[cH:84][cH:85][cH:86][cH:87][cH:88]1)[CH:89]=[CH:90][c:91]1[cH:92][cH:93][cH:94][cH:95][cH:96]1.[O:97]=[C:98]([CH:99]=[CH:100][c:101]1[cH:102][cH:103][cH:104][cH:105][cH:106]1)[CH:107]=[CH:108][c:109]1[cH:110][cH:111][cH:112][cH:113][cH:114]1.[OH-:57].[OH2:56].[Pd:59].[Pd:60]>>[c:2]1([NH2:50])[cH:3][c:4]2[cH:5][c:6](-[c:19]3[cH:20][cH:21][c:22]([N+:25](=[O:26])[O-:27])[cH:23][cH:24]3)[n:7]([CH2:11][CH2:12][N:13]3[CH2:14][CH2:15][CH2:16][CH2:17][CH2:18]3)[c:8]2[cH:9][cH:10]1. Reactants: CCC1OC(=C2C(=O)Nc3ccc(F)cc32)c2cnc(Cl)c(Cl)c21, NCCN1CCOCC1, C1COCCO1, O. Yields the product CCC1OC(=C2C(=O)Nc3ccc(F)cc32)c2cnc(NCCN3CCOCC3)c(Cl)c21. RXN SMILES: [Cl:10][c:11]1[c:12]([Cl:33])[c:13]2[c:14]([cH:15][n:16]1)[C:17](=[C:22]1[C:23](=[O:32])[NH:24][c:25]3[cH:26][cH:27][c:28]([F:31])[cH:29][c:30]31)[O:18][CH:19]2[CH2:20][CH3:21].[O:1]1[CH2:2][CH2:3][N:4]([CH2:7][CH2:8][NH2:9])[CH2:5][CH2:6]1.[O:35]1[CH2:36][CH2:37][O:38][CH2:39][CH2:40]1.[OH2:34]>>[O:1]1[CH2:2][CH2:3][N:4]([CH2:7][CH2:8][NH:9][c:11]2[c:12]([Cl:33])[c:13]3[c:14]([cH:15][n:16]2)[C:17](=[C:22]2[C:23](=[O:32])[NH:24][c:25]4[cH:26][cH:27][c:28]([F:31])[cH:29][c:30]42)[O:18][CH:19]3[CH2:20][CH3:21])[CH2:5][CH2:6]1.